This data is from the Open Reaction Database (ORD), a public repository of structured organic reaction records. The task is: describe an organic reaction: reactants, conditions, products, and yield Starting materials: C([O-])([O-])=O.[Na+].[Na+] (sodium carbonate). The solvent is O (water). Product: C([O-])(O)=O.[Na+] (sodium bicarbonate), [OH-].[Na+] (sodium hydroxide), C([O-])([O-])=O.[Na+].[Na+] (sodium carbonate), ( 9 ). RXN SMILES: [C:1](=[O:4])([O-:3])[O-:2].[Na+:5].[Na+]>O>[C:1](=[O:2])([OH:4])[O-:3].[Na+:5].[OH-:2].[Na+:5].[C:1](=[O:2])([O-:4])[O-:3].[Na+:5].[Na+:5] |f:0.1.2,4.5,6.7,8.9.10|. Procedure: The formation of sodium carbonate occurs by two different mechanisms. In the first mechanism, sodium bicarbonate reactions with sodium hydroxide to form sodium carbonate and water, Eq. (9). In the second mechanism, sodium bicarbonate combines with itself to form sodium carbonate, carbon dioxide and water, Eq. (10). NaHCO3+NaOH→Na2CO3+H2O ΔGor=−45.6 kJ  (9) 2 NaHCO3→Na2CO3+H2O+CO2 ΔGor=+28.9 kJ  (10)